From a dataset of the Open Reaction Database (ORD), a public repository of structured organic reaction records. describe an organic reaction: reactants, conditions, products, and yield The reactants are CC(=O)[O-], Cc1ccccc1, CN(CCOc1ccc(C=O)cc1)c1nccc(-c2ccc(N)cc2)n1, C1CC[NH2+]CC1, O=C1CSC(=O)N1. Yields the product CN(CCOc1ccc(C=C2SC(=O)NC2=O)cc1)c1nccc(-c2ccc(N)cc2)n1. Reaction SMILES: [C:34]([O-:35])(=[O:36])[CH3:37].[CH3:44][c:45]1[cH:46][cH:47][cH:48][cH:49][cH:50]1.[CH3:8][N:9]([c:10]1[n:11][c:12](-[c:16]2[cH:17][cH:18][c:19]([NH2:20])[cH:21][cH:22]2)[cH:13][cH:14][n:15]1)[CH2:23][CH2:24][O:25][c:26]1[cH:27][cH:28][c:29]([CH:30]=[O:31])[cH:32][cH:33]1.[NH2+:38]1[CH2:39][CH2:40][CH2:41][CH2:42][CH2:43]1.[S:1]1[C:2](=[O:7])[NH:3][C:4](=[O:6])[CH2:5]1>>[S:1]1[C:2](=[O:7])[NH:3][C:4](=[O:6])[C:5]1=[CH:30][c:29]1[cH:28][cH:27][c:26]([O:25][CH2:24][CH2:23][N:9]([CH3:8])[c:10]2[n:11][c:12](-[c:16]3[cH:17][cH:18][c:19]([NH2:20])[cH:21][cH:22]3)[cH:13][cH:14][n:15]2)[cH:33][cH:32]1. Run in CN1CCCC1=O (NMP), C(=O)([O-])[O-].[Na+].[Na+] (Na2CO3). Yields the product CC1=NC=CC(=C1)C=1SC(=CN1)C(=O)O (2-(2-methyl-pyridin-4-yl)-thiazole-5-carboxylic acid). Reagents/catalysts: [Pd].C1(=CC=CC=C1)P(C1=CC=CC=C1)C1=CC=CC=C1.C1(=CC=CC=C1)P(C1=CC=CC=C1)C1=CC=CC=C1.C1(=CC=CC=C1)P(C1=CC=CC=C1)C1=CC=CC=C1.C1(=CC=CC=C1)P(C1=CC=CC=C1)C1=CC=CC=C1 (tetrakis-(triphenylphosphine)-palladium(0)). Reaction conditions: temperature 100 celsius, time 4 hour. Starting materials: BrC=1SC(=CN1)C(=O)O (2-bromothiazole-5-carboxylic acid), N1=C(C=C(C=C1)B(O)O)C (2-picoline-4-boronic acid). As a reaction SMILES: Br[C:2]1[S:3][C:4]([C:7]([OH:9])=[O:8])=[CH:5][N:6]=1.[N:10]1[CH:15]=[CH:14][C:13](B(O)O)=[CH:12][C:11]=1[CH3:19]>CN1C(=O)CCC1.C([O-])([O-])=O.[Na+].[Na+].[Pd].C1(P(C2C=CC=CC=2)C2C=CC=CC=2)C=CC=CC=1.C1(P(C2C=CC=CC=2)C2C=CC=CC=2)C=CC=CC=1.C1(P(C2C=CC=CC=2)C2C=CC=CC=2)C=CC=CC=1.C1(P(C2C=CC=CC=2)C2C=CC=CC=2)C=CC=CC=1>[CH3:19][C:11]1[CH:12]=[C:13]([C:2]2[S:3][C:4]([C:7]([OH:9])=[O:8])=[CH:5][N:6]=2)[CH:14]=[CH:15][N:10]=1 |f:3.4.5,6.7.8.9.10|. Reported procedure: Bubble argon through a suspension of 2-bromothiazole-5-carboxylic acid (75 mg, 0.36 mmol), 2-picoline-4-boronic acid (59 mg, 0.43 mmol), and tetrakis-(triphenylphosphine)-palladium(0) (42 mg) in NMP (1 mL) and 2M Na2CO3 (0.25 mL). Stir the sealed vial at 100° C. for 4 h. Quench the reaction with aq. NH4Cl and concentrate in vacuo. Triturate the residue in 30% MeOH/DCM, filter, and concentrate the filtrate in vacuo to an oil. Addition of H2O gives a precipitate. Filter the solid, wash with H2O an... Starting materials: COc1cc(OC2CCN(C)CC2)ccc1[N+](=O)[O-], CCO. The product is COc1cc(OC2CCN(C)CC2)ccc1N. As a reaction SMILES: [CH3:1][O:2][c:3]1[cH:4][c:5]([O:6][CH:7]2[CH2:8][CH2:9][N:10]([CH3:13])[CH2:11][CH2:12]2)[cH:14][cH:15][c:16]1[N+:17]([O-:18])=[O:19].[CH3:20][CH2:21][OH:22]>>[CH3:1][O:2][c:3]1[cH:4][c:5]([O:6][CH:7]2[CH2:8][CH2:9][N:10]([CH3:13])[CH2:11][CH2:12]2)[cH:14][cH:15][c:16]1[NH2:17]. As a reaction SMILES: [CH3:24][O-:25].[CH3:27][OH:28].[Cl:1][c:2]1[cH:3][cH:4][cH:5][c:6]2[c:11]1[C:9](=[O:10])[O:8][C:7]2([c:12]1[n:13][c:14]([O:20][CH3:21])[cH:15][c:16]([O:18][CH3:19])[n:17]1)[C:22]#[N:23].[Na+:26]>>[Cl:1][c:2]1[cH:3][cH:4][cH:5][c:6]2[c:11]1[C:9](=[O:10])[O:8][C:7]2([c:12]1[n:13][c:14]([O:20][CH3:21])[cH:15][c:16]([O:18][CH3:19])[n:17]1)[O:25][CH3:24]. The product is COc1cc(OC)nc(C2(OC)OC(=O)c3c(Cl)cccc32)n1. Reactants: C[O-], CO, COc1cc(OC)nc(C2(C#N)OC(=O)c3c(Cl)cccc32)n1, [Na+]. The reactants are NC1=CC=CC=C1 (aniline), CCC(CCCC)=O (heptan-3-one). The product is C(C)C(CCCC)NC1=CC=CC=C1 (N-(1-ethylpentyl)aniline). As a reaction SMILES: [NH2:1][C:2]1[CH:7]=[CH:6][CH:5]=[CH:4][CH:3]=1.[CH3:8][CH2:9][C:10](=O)[CH2:11][CH2:12][CH2:13][CH3:14]>>[CH2:9]([CH:10]([NH:1][C:2]1[CH:7]=[CH:6][CH:5]=[CH:4][CH:3]=1)[CH2:11][CH2:12][CH2:13][CH3:14])[CH3:8]. Procedure details: N-(1-ethylpentyl)aniline was prepared from aniline and heptan-3-one using the same method as in Example 2i).